Dataset: the Open Reaction Database (ORD), a public repository of structured organic reaction records. Task: describe an organic reaction: reactants, conditions, products, and yield Reactants: CO (Methanol), ice, N[C@H](C(=O)O)[C@H](C)C1=CC=C(C=C1)I (2(S)-amino-3(R)-(4-iodophenyl)-butyric acid), S(=O)(Cl)Cl (thionyl chloride), CO (methanol). Yields the product Cl.N[C@H](C(=O)OC)[C@H](C)C1=CC=C(C=C1)I (2(S)-amino-3(R)-(4-iodophenyl)-butyric acid, methyl ester hydrochloride). Yield: 82.0%. Reaction SMILES: [NH2:1][C@@H:2]([C@@H:6]([C:8]1[CH:13]=[CH:12][C:11]([I:14])=[CH:10][CH:9]=1)[CH3:7])[C:3]([OH:5])=[O:4].S(Cl)([Cl:17])=O.[CH3:19]O>>[ClH:17].[NH2:1][C@@H:2]([C@@H:6]([C:8]1[CH:9]=[CH:10][C:11]([I:14])=[CH:12][CH:13]=1)[CH3:7])[C:3]([O:5][CH3:19])=[O:4] |f:3.4|. Procedure: To an ice cooled solution of 2(S)-amino-3(R)-(4-iodophenyl)-butyric acid (124 mg, 0.42 mmol) in methanol (0.5 mL) was added dropwise thionyl chloride (150 μL, 2.0 mmol). Methanol (1 mL) was added and the reaction mixture was heated to reflux for 2 hr. After cooling, the mixture was filtered and the filtrate concentrated by rotoevaporation to yield 2(S)-amino-3(R)-(4-iodophenyl)-butyric acid, methyl ester hydrochloride (116 mg, 82% yield).